From a dataset of the Open Reaction Database (ORD), a public repository of structured organic reaction records. describe an organic reaction: reactants, conditions, products, and yield The reactants are [Br-].C(=O)(O)C1=CC=C(C=C1)CC[P+](C1=CC=CC=C1)(C1=CC=CC=C1)C1=CC=CC=C1 ((2-(4-Carboxyphenyl)ethyl)triphenylphosphonium bromide), C(C1=CC=CC=C1)OC1=NC=CC=C1C=O (2-benzyloxy-3-pyridinecarbaldehyde). The solvent is C1CCOC1 (THF), C1CCOC1 (THF). Reaction conditions: time 1 hour. The product is C(C1=CC=CC=C1)OC1=NC=CC=C1C=CCC1=CC=C(C(=O)O)C=C1 (4-[3-(2-Benzyloxy-3-pyridyl)prop-2-enyl]benzoic acid). RXN SMILES: [Br-].[C:2]([C:5]1[CH:10]=[CH:9][C:8]([CH2:11][CH2:12][P+](C2C=CC=CC=2)(C2C=CC=CC=2)C2C=CC=CC=2)=[CH:7][CH:6]=1)([OH:4])=[O:3].[CH2:32]([O:39][C:40]1[C:45]([CH:46]=O)=[CH:44][CH:43]=[CH:42][N:41]=1)[C:33]1[CH:38]=[CH:37][CH:36]=[CH:35][CH:34]=1>C1COCC1>[CH2:32]([O:39][C:40]1[C:45]([CH:46]=[CH:12][CH2:11][C:8]2[CH:7]=[CH:6][C:5]([C:2]([OH:4])=[O:3])=[CH:10][CH:9]=2)=[CH:44][CH:43]=[CH:42][N:41]=1)[C:33]1[CH:34]=[CH:35][CH:36]=[CH:37][CH:38]=1 |f:0.1|. Reported procedure: (2-(4-Carboxyphenyl)ethyl)triphenylphosphonium bromide (10.9 g, 22.2 mmol) was suspended in THF (80 ml) and the flask was flushed with argon. Lithium bis(trimethylsilyl)amide (1M in THF, 48.8 ml) was added dropwise and the reaction stirred for 1 hour, becoming dark brown. A solution of 2-benzyloxy-3-pyridinecarbaldehyde (4.73 g, 22.2 mmol) in THF (20 ml) was added slowly. The reaction was stirred at ambient temperature for 18 hours (shielding from light alumimium foil). The reaction mixture was ... Solvent: ClCCl (dichloromethane). Procedure details: To a solution of tert-butyl 5-cyclopropyl-2-fluoro-4-((1-methylcyclohex-3-en-1-yl)methoxy)benzoate (0.041 g, 0.11 mmol) in dichloromethane (2 mL), was added trifluoroacetic acid (2 mL). The reaction mixture was stirred at room temperature for 1 hour and then concentrated in vacuo to afford 5-cyclopropyl-2-fluoro-4-((1-methylcyclohex-3-en-1-yl)methoxy)benzoic acid (0.033 g, 0.11 mmol) which was used directly in the next step. This compound was dissolved in tetrahydrofuran (2 mL) under an atmosphe... The yield is 100.0%. Product: C1(CC1)C=1C(=CC(=C(C(=O)O)C1)F)OCC1(CC=CCC1)C (5-cyclopropyl-2-fluoro-4-((1-methylcyclohex-3-en-1-yl)methoxy)benzoic acid). Reactants: C1(CC1)C=1C(=CC(=C(C(=O)OC(C)(C)C)C1)F)OCC1(CC=CCC1)C (tert-butyl 5-cyclopropyl-2-fluoro-4-((1-methylcyclohex-3-en-1-yl)methoxy)benzoate), FC(C(=O)O)(F)F (trifluoroacetic acid). As a reaction SMILES: [CH:1]1([C:4]2[C:5]([O:18][CH2:19][C:20]3([CH3:26])[CH2:25][CH2:24][CH:23]=[CH:22][CH2:21]3)=[CH:6][C:7]([F:17])=[C:8]([CH:16]=2)[C:9]([O:11]C(C)(C)C)=[O:10])[CH2:3][CH2:2]1.FC(F)(F)C(O)=O>ClCCl>[CH:1]1([C:4]2[C:5]([O:18][CH2:19][C:20]3([CH3:26])[CH2:25][CH2:24][CH:23]=[CH:22][CH2:21]3)=[CH:6][C:7]([F:17])=[C:8]([CH:16]=2)[C:9]([OH:11])=[O:10])[CH2:2][CH2:3]1. Reaction conditions: time 1 hour. RXN SMILES: [BH4-].[Na+].[C:3]([O:11][CH:12]1[CH2:15][CH:14]([CH2:16][OH:17])[C:13]1=[O:18])(=[O:10])[C:4]1[CH:9]=[CH:8][CH:7]=[CH:6][CH:5]=1.[BH4-]>C(O)(=O)C>[C:3]([O:11][CH:12]1[CH2:15][CH:14]([CH2:16][OH:17])[CH:13]1[OH:18])(=[O:10])[C:4]1[CH:5]=[CH:6][CH:7]=[CH:8][CH:9]=1 |f:0.1|. Solvent: C(C)(=O)O (acetic acid), glacial actetic acid. Isolated yield 101.8%. Procedure details: Glacial acetic acid in (25 mL) a 250 mL 3-neck flask was cooled in an ice bath under a stream of nitrogen. Sodium borohydride was added cautiously in portions over a 5 minute period. The ice bath removed and the reagent was used after stirring for 15 minutes at ambient temperature. 2-Benzoyloxy-4-hydroxymethylcyclobutanone (1.43 g, 6.5 mmol) from Step H was dissolved in 45 mL of glacial actetic acid and immediately treated with the above borohydride reagent. After stirring the reaction mixture f... Starting materials: [BH4-].[Na+] (Sodium borohydride), C(C1=CC=CC=C1)(=O)OC1C(C(C1)CO)=O (2-Benzoyloxy-4-hydroxymethylcyclobutanone), [BH4-] (borohydride). Conditions: time 15 minute. The product is C(C1=CC=CC=C1)(=O)OC1C(C(C1)CO)O (2-Benzoyloxy-4-hydroxymethylcyclobutanol). Reactants: COCOC=1C=C(C=CC1C)C=1OC2=C(N1)C=CC=C2 (2-[3-(methoxymethoxy)-4-methylphenyl]-1,3-benzoxazole), C1CC(=O)N(C1=O)Br (NBS), C(C1=CC=CC=C1)(=O)OOC(C1=CC=CC=C1)=O (benzoyl peroxide). The solvent is C(Cl)(Cl)(Cl)Cl (CCl4). Yields the product BrCC1=C(C=C(C=C1)C=1OC2=C(N1)C=CC=C2)OCOC (2-[4-(bromomethyl)-3-(methoxymethoxy)phenyl]-1,3-benzoxazole). As a reaction SMILES: [CH3:1][O:2][CH2:3][O:4][C:5]1[CH:6]=[C:7]([C:12]2[O:13][C:14]3[CH:20]=[CH:19][CH:18]=[CH:17][C:15]=3[N:16]=2)[CH:8]=[CH:9][C:10]=1[CH3:11].C1C(=O)N([Br:28])C(=O)C1.C(OOC(=O)C1C=CC=CC=1)(=O)C1C=CC=CC=1>C(Cl)(Cl)(Cl)Cl>[Br:28][CH2:11][C:10]1[CH:9]=[CH:8][C:7]([C:12]2[O:13][C:14]3[CH:20]=[CH:19][CH:18]=[CH:17][C:15]=3[N:16]=2)=[CH:6][C:5]=1[O:4][CH2:3][O:2][CH3:1]. Reported procedure: A solution of 2-[3-(methoxymethoxy)-4-methylphenyl]-1,3-benzoxazole (200 mg, 0.74 mmol, 84%), NBS (179 mg, 0.81 mmol), and benzoyl peroxide (50 mg) in CCl4 (10 mL), was refluxed for 12 h. After cooling to rt, CCl4 was removed in vacuo and residue was purified by flash column (silica gel, hexanes:EtOAc 5:1) to afford 2-[4-(bromomethyl)-3-(methoxymethoxy)phenyl]-1,3-benzoxazole. MS (ESI) 349 (M+H)+. Reactants: N1=CC(=CC=C1)O (pyridin-3-ol), C(=O)([O-])[O-].[K+].[K+] (K2CO3), BrCC#N (2-bromoacetonitrile). Run in CC#N (CH3CN). Reaction conditions: time 40 hour. Yields the product N1=CC(=CC=C1)OCC#N (2-(pyridin-3-yloxy)acetonitrile). The yield is 16.0%. Reaction SMILES: [N:1]1[CH:6]=[CH:5][CH:4]=[C:3]([OH:7])[CH:2]=1.C([O-])([O-])=O.[K+].[K+].Br[CH2:15][C:16]#[N:17]>CC#N>[N:1]1[CH:6]=[CH:5][CH:4]=[C:3]([O:7][CH2:15][C:16]#[N:17])[CH:2]=1 |f:1.2.3|. Procedure: To a mixture of pyridin-3-ol (4.0 g, 42.1 mmol) and K2CO3 (6.96 g, 50.4 mmol) in CH3CN (6 mL) was added dropwise 2-bromoacetonitrile (2.52 g, 21.0 mmol) at rt and the mixture was stirred at rt for 40 h. The mixture was filtered and the filtrate was concentrated in vacuo. The residue was purified by a silica gel column chromatography (PE/EtOAc (V/V)=2:1) to give the title compound as a yellow solid (0.45 g, 16%). The reactants are C(C)(C)(C)OC(=O)N1C=C(C2=CC=CC=C12)[C@@H]1CN(C[C@H]1C(=O)OCC)CC1=CC=CC=C1 (trans-tert-butyl-3-(1-benzyl-4-(ethoxycarbonyl)pyrrolidin-3-yl)-1H-indole-1-carboxylate), ClC(=O)OC(C)Cl (1-chloroethyl chloroformate). The solvent is ClCCl (dichloromethane). Run at time 1 hour. The product is C(C)(C)(C)OC(=O)N1C=C(C2=CC=CC=C12)[C@@H]1CNC[C@H]1C(=O)OCC (Trans-tert-butyl-3-(4-(ethoxycarbonyl)pyrrolidin-3-yl)-1H-indole-1-carboxylate). RXN SMILES: [C:1]([O:5][C:6]([N:8]1[C:16]2[C:11](=[CH:12][CH:13]=[CH:14][CH:15]=2)[C:10]([C@H:17]2[C@H:21]([C:22]([O:24][CH2:25][CH3:26])=[O:23])[CH2:20][N:19](CC3C=CC=CC=3)[CH2:18]2)=[CH:9]1)=[O:7])([CH3:4])([CH3:3])[CH3:2].ClC(OC(Cl)C)=O>ClCCl>[C:1]([O:5][C:6]([N:8]1[C:16]2[C:11](=[CH:12][CH:13]=[CH:14][CH:15]=2)[C:10]([C@H:17]2[C@H:21]([C:22]([O:24][CH2:25][CH3:26])=[O:23])[CH2:20][NH:19][CH2:18]2)=[CH:9]1)=[O:7])([CH3:4])([CH3:3])[CH3:2]. Procedure: To a solution of trans-tert-butyl-3-(1-benzyl-4-(ethoxycarbonyl)pyrrolidin-3-yl)-1H-indole-1-carboxylate (8.57 mmol) in dichloromethane (16 mL) was added 1-chloroethyl chloroformate (1.11 mL) slowly at 0° C. After addition, the mixture was warmed up to room temperature and stirred for 1 hr then concentrated under vacuum. Ethyl alcohol was added and the mixture was stirred at room temperature for 1 hr. The mixture was concentrated under vacuum to give the crude product as a white solid which was ... The reactants are C1CCNCC1, CC(C)(C)OC(=O)C1C(C=O)C1(C)C, CCOC(=O)C(C)C(=O)[O-], CCOCC, c1ccncc1. Yields the product CCOC(=O)C(C)=CC1C(C(=O)OC(C)(C)C)C1(C)C. As a reaction SMILES: [CH2:15]1[CH2:16][CH2:17][NH:18][CH2:19][CH2:20]1.[CH3:1][C:2]1([CH3:14])[CH:3]([C:7](=[O:8])[O:9][C:10]([CH3:11])([CH3:12])[CH3:13])[CH:4]1[CH:5]=[O:6].[CH3:21][CH:22]([C:23](=[O:24])[O:25][CH2:26][CH3:27])[C:28]([O-:29])=[O:30].[CH3:31][CH2:32][O:33][CH2:34][CH3:35].[cH:36]1[cH:37][cH:38][n:39][cH:40][cH:41]1>>[CH3:1][C:2]1([CH3:14])[CH:3]([C:7](=[O:8])[O:9][C:10]([CH3:11])([CH3:12])[CH3:13])[CH:4]1[CH:5]=[C:22]([CH3:21])[C:23](=[O:24])[O:25][CH2:26][CH3:27]. Reactants: OP(=O)(C(CC1=CC=CC=C1)NC(=O)OC(C)(C)C)CC(C(=O)N[C@@H](CC1=CC=CC=C1)C(=O)OCC1=CC=CC=C1)CC1=CC=CC=C1 (Phenylmethyl N-[2-[[hydroxy[2-phenyl-1-[[(tert-butoxy)carbonyl]amino]ethyl]phosphinyl]methyl]-1-oxo-3-phenylpropyl]-L-phenylalaninate), C(C1=CC=CC=C1)O (benzyl alcohol), C1(CCCCC1)N=C=NC1CCCCC1 (dicyclohexylcarbodiimide), CN(C)C1=NC=CC=C1 (dimethylaminopyridine). The solvent is O1CCCC1 (tetrahydrofuran). Reaction conditions: time 8 hour. Product: C1(=CC=CC=C1)CC(NC(=O)OC(C)(C)C)P(=O)(OCC1=CC=CC=C1)CC(C(=O)N[C@@H](CC1=CC=CC=C1)C(=O)OCC1=CC=CC=C1)CC1=CC=CC=C1 (Phenylmethyl N-[2-[[[2-phenyl-1-[[(tert-butoxy)carbonyl]amino]ethyl]phenylmethoxyphosphinyl]methyl]-1-oxo-3-phenylpropyl]-L-phenylalaninate). The yield is 60.0%. RXN SMILES: [OH:1][P:2]([CH2:20][CH:21]([CH2:43][C:44]1[CH:49]=[CH:48][CH:47]=[CH:46][CH:45]=1)[C:22]([NH:24][C@H:25]([C:33]([O:35][CH2:36][C:37]1[CH:42]=[CH:41][CH:40]=[CH:39][CH:38]=1)=[O:34])[CH2:26][C:27]1[CH:32]=[CH:31][CH:30]=[CH:29][CH:28]=1)=[O:23])([CH:4]([NH:12][C:13]([O:15][C:16]([CH3:19])([CH3:18])[CH3:17])=[O:14])[CH2:5][C:6]1[CH:11]=[CH:10][CH:9]=[CH:8][CH:7]=1)=[O:3].[CH2:50](O)[C:51]1[CH:56]=[CH:55][CH:54]=[CH:53][CH:52]=1.C1(N=C=NC2CCCCC2)CCCCC1.CN(C1C=CC=CN=1)C>O1CCCC1>[C:6]1([CH2:5][CH:4]([P:2]([CH2:20][CH:21]([CH2:43][C:44]2[CH:45]=[CH:46][CH:47]=[CH:48][CH:49]=2)[C:22]([NH:24][C@H:25]([C:33]([O:35][CH2:36][C:37]2[CH:38]=[CH:39][CH:40]=[CH:41][CH:42]=2)=[O:34])[CH2:26][C:27]2[CH:28]=[CH:29][CH:30]=[CH:31][CH:32]=2)=[O:23])([O:1][CH2:50][C:51]2[CH:56]=[CH:55][CH:54]=[CH:53][CH:52]=2)=[O:3])[NH:12][C:13]([O:15][C:16]([CH3:19])([CH3:18])[CH3:17])=[O:14])[CH:11]=[CH:10][CH:9]=[CH:8][CH:7]=1. Procedure details: Phenylmethyl N-[2-[[hydroxy[2-phenyl-1-[[(tert-butoxy)carbonyl]amino]ethyl]phosphinyl]methyl]-1-oxo-3-phenylpropyl]-L-phenylalaninate is treated with benzyl alcohol (1.1 eq.) in the presence of dicyclohexylcarbodiimide and dimethylaminopyridine in tetrahydrofuran. After stirring overnight at room temperature, the mixture is filtered and then evaporated to dryness. The residue is taken up in ethyl acetate. This solution is washed 3 times with water, dried over sodium sulphate and then evaporated ...